Dataset: the Open Reaction Database (ORD), a public repository of structured organic reaction records. Task: describe an organic reaction: reactants, conditions, products, and yield Starting materials: BrCCOCCBr, O=C([O-])[O-], CC#N, [K+], [K+], NCC1(c2ccc(OCCCN3CCCC3)cc2)CCOCC1. Yields the product c1cc(C2(CN3CCOCC3)CCOCC2)ccc1OCCCN1CCCC1. Reaction SMILES: [Br:24][CH2:25][CH2:26][O:27][CH2:28][CH2:29][Br:30].[C:31](=[O:32])([O-:33])[O-:34].[CH3:37][C:38]#[N:39].[K+:35].[K+:36].[N:1]1([CH2:6][CH2:7][CH2:8][O:9][c:10]2[cH:11][cH:12][c:13]([C:16]3([CH2:22][NH2:23])[CH2:17][CH2:18][O:19][CH2:20][CH2:21]3)[cH:14][cH:15]2)[CH2:2][CH2:3][CH2:4][CH2:5]1>>[N:1]1([CH2:6][CH2:7][CH2:8][O:9][c:10]2[cH:11][cH:12][c:13]([C:16]3([CH2:22][N:23]4[CH2:25][CH2:26][O:27][CH2:28][CH2:29]4)[CH2:17][CH2:18][O:19][CH2:20][CH2:21]3)[cH:14][cH:15]2)[CH2:2][CH2:3][CH2:4][CH2:5]1. Starting materials: [BH3-]C#N, CCCC(=O)CCC, CC(=O)O, ClCCl, COC(=O)c1ccc(N2C(=O)CCC2(CO)CO)c(N)c1, [Na+]. Product: CCCC(CCC)Nc1cc(C(=O)OC)ccc1N1C(=O)CCC1(CO)CO. RXN SMILES: [C:30]([BH3-:31])#[N:32].[CH3:22][CH2:23][CH2:24][C:25]([CH2:26][CH2:27][CH3:28])=[O:29].[CH3:37][C:38](=[O:39])[OH:40].[Cl:34][CH2:35][Cl:36].[NH2:1][c:2]1[c:3]([N:12]2[C:13](=[O:21])[CH2:14][CH2:15][C:16]2([CH2:17][OH:18])[CH2:19][OH:20])[cH:4][cH:5][c:6]([C:8](=[O:9])[O:10][CH3:11])[cH:7]1.[Na+:33]>>[NH:1]([c:2]1[c:3]([N:12]2[C:13](=[O:21])[CH2:14][CH2:15][C:16]2([CH2:17][OH:18])[CH2:19][OH:20])[cH:4][cH:5][c:6]([C:8](=[O:9])[O:10][CH3:11])[cH:7]1)[CH:25]([CH2:24][CH2:23][CH3:22])[CH2:26][CH2:27][CH3:28]. Procedure: 1 G. of the 3-cyano-2-oxopentadecanoic acid ethyl ester is dissolved in 5 ml of methanesulfonic acid and the mixture allowed to stand overnight at room temperature. The reaction mixture is worked up by first pouring into ethanol-water (20 ml ethanol--5 ml water). After standing for several hours, the ethanol is removed by evaporation. The aqueous acidic residue is diluted further with water and then extracted with chloroform. The chloroform solution is then washed well with water, dried and evap... Starting materials: C(C)OC(C(C(CCCCCCCCCCCC)C#N)=O)=O (3-cyano-2-oxopentadecanoic acid ethyl ester), C(C)O.O (ethanol water). Run in CS(=O)(=O)O (methanesulfonic acid). RXN SMILES: C([O:3][C:4](=O)[C:5](=[O:21])[CH:6]([C:19]#[N:20])[CH2:7][CH2:8][CH2:9][CH2:10][CH2:11][CH2:12][CH2:13][CH2:14][CH2:15][CH2:16][CH2:17][CH3:18])C.C([OH:25])C.O>CS(O)(=O)=O>[OH:21][C:5]1[C:4](=[O:3])[NH:20][C:19](=[O:25])[C:6]=1[CH2:7][CH2:8][CH2:9][CH2:10][CH2:11][CH2:12][CH2:13][CH2:14][CH2:15][CH2:16][CH2:17][CH3:18] |f:1.2|. The product is OC=1C(NC(C1CCCCCCCCCCCC)=O)=O (3-hydroxy-4-(n-dodecyl)-3-pyrroline-2,5-dione). Conditions: time 8 hour.